From a dataset of the Open Reaction Database (ORD), a public repository of structured organic reaction records. describe an organic reaction: reactants, conditions, products, and yield Starting materials: B, CSC, CO, C1CCOC1, O=C1Nc2ccccc2C1(O)Cc1ccccn1, c1ccc(Cc2c[nH]c3ccccc23)nc1. Product: c1ccc2[nH]ccc2c1. RXN SMILES: [BH3:20].[CH3:17][S:18][CH3:19].[CH3:39][OH:40].[O:41]1[CH2:42][CH2:43][CH2:44][CH2:45]1.[OH:21][C:22]1([CH2:23][c:24]2[cH:25][cH:26][cH:27][cH:28][n:29]2)[c:30]2[c:31]([cH:32][cH:33][cH:34][cH:35]2)[NH:36][C:37]1=[O:38].[n:1]1[cH:2][cH:3][cH:4][cH:5][c:6]1[CH2:7][c:8]1[cH:9][nH:10][c:11]2[cH:12][cH:13][cH:14][cH:15][c:16]12>>[cH:8]1[cH:9][nH:10][c:11]2[cH:12][cH:13][cH:14][cH:15][c:16]12. Starting materials: [N+](=O)([O-])C1CCC=C1C1=CC=CC=C1 ((5-Nitro-cyclopent-1-enyl)-benzene). Reagents/catalysts: [Pd] (Pd/C). Solvent: C(C)O (ethanol). Product: C1(=CC=CC=C1)[C@@H]1[C@@H](CCC1)N ((+,−) Cis -2-phenyl-cyclopentylamine). RXN SMILES: [N+:1]([CH:4]1[C:8]([C:9]2[CH:14]=[CH:13][CH:12]=[CH:11][CH:10]=2)=[CH:7][CH2:6][CH2:5]1)([O-])=O>C(O)C.[Pd]>[C:9]1([C@H:8]2[CH2:7][CH2:6][CH2:5][C@H:4]2[NH2:1])[CH:14]=[CH:13][CH:12]=[CH:11][CH:10]=1. Reported procedure: (5-Nitro-cyclopent-1-enyl)-benzene (0.63 g, 3.3 mmol) from preparation 4 above, was hydrogenated in 25 mL of ethanol using 0.16 g of 5% Pd/C at room temperature overnight at 413.69 kPa (60 psi). The solution was filtered over celite and concentrated in vacuo to 230 mg (43%) of the title compound as a colorless oil. The NMR was consistent with the assigned structure. Mass Spectrum (ES MS): M+1=162. Starting materials: O1C(CCCC1)N1N=CC2=CC(=CC=C12)C#CCO (3-(1-(tetrahydro-2H-pyran-2-yl)-1H-indazol-5-yl)prop-2-yn-1-ol), O1C(CCCC1)N1N=CC2=CC(=CC=C12)C#CCO (3-(1-(tetrahydro-2H-pyran-2-yl)-1H-indazol-5-yl)prop-2-yn-1-ol). Reagents/catalysts: O=[Mn]=O (MnO2). The solvent is ClCCl (dichloromethane). Reaction conditions: time 16 hour. Product: O1C(CCCC1)N1N=CC2=CC(=CC=C12)C#CC=O (3-(1-(Tetrahydro-2H-pyran-2-yl)-1H-indazol-5-yl)propiolaldehyde). The yield is 56.9%. Reaction SMILES: [O:1]1[CH2:6][CH2:5][CH2:4][CH2:3][CH:2]1[N:7]1[C:15]2[C:10](=[CH:11][C:12]([C:16]#[C:17][CH2:18][OH:19])=[CH:13][CH:14]=2)[CH:9]=[N:8]1>O=[Mn]=O.ClCCl>[O:1]1[CH2:6][CH2:5][CH2:4][CH2:3][CH:2]1[N:7]1[C:15]2[C:10](=[CH:11][C:12]([C:16]#[C:17][CH:18]=[O:19])=[CH:13][CH:14]=2)[CH:9]=[N:8]1. Procedure details: A 500 mL three-necked round bottom flask was charged with 3-(1-(tetrahydro-2H-pyran-2-yl)-1H-indazol-5-yl)prop-2-yn-1-ol (11.4 g, 44.2 mmol; Intermediate 19), dichloromethane (300 mL) and MnO2 (38.4 g, 442 mmol). The resulting mixture was stirred at room temperature for 16 hours. Upon completion, the reaction mixture was filtered. The filtrate was dried over anhydrous sodium sulfate and concentrated in vacuo. The residue was purified by column chromatography on silica gel (1:100-1:20 EtOAc/petro... Reactants: O=C(O)c1cc(Br)ccc1I, Cl, [Cu]I, [K+], [K+], [K+], CN(C)C=O, O, O, O=P([O-])([O-])[O-], c1c[nH]nn1. Product: O=C(O)c1cc(Br)ccc1-n1nccn1. Reaction SMILES: [Br:1][c:2]1[cH:3][cH:4][c:5]([I:11])[c:6]([C:7](=[O:8])[OH:9])[cH:10]1.[ClH:26].[Cu:33][I:34].[K+:22].[K+:23].[K+:24].[O:27]=[CH:28][N:29]([CH3:30])[CH3:31].[OH2:25].[OH2:32].[P:17]([O-:18])([O-:19])([O-:20])=[O:21].[nH:12]1[n:13][n:14][cH:15][cH:16]1>>[Br:1][c:2]1[cH:3][cH:4][c:5](-[n:13]2[n:12][cH:16][cH:15][n:14]2)[c:6]([C:7](=[O:8])[OH:9])[cH:10]1.